This data is from the Open Reaction Database (ORD), a public repository of structured organic reaction records. The task is: describe an organic reaction: reactants, conditions, products, and yield Reactants: Cl.ClC=1C=C(C=CC1OCC1=NC=CC=C1)NC=1C2=C(N=CN1)SC1=C2CCC2(OCCO2)C1 (N-[3-chloro-4-(pyridin-2-ylmethoxy)phenyl]-5,8-dihydro-6H-spiro[1-benzothieno[2,3-d]pyrimidine-7,2′-[1,3]dioxolan]-4-amine hydrochloride). Solvent: C(C)(=O)O.O (acetic acid H2O). Reaction conditions: temperature 80 celsius, time 10 minute. Product: Cl.ClC=1C=C(C=CC1OCC1=NC=CC=C1)NC=1C2=C(N=CN1)SC1=C2CCC(C1)=O (4-{[3-chloro-4-(pyridin-2-ylmethoxy)phenyl]amino}-5,8-dihydro[1]benzothieno[2,3-d]pyrimidin-7(6H)-one hydrochloride). The yield is 177.3%. As a reaction SMILES: Cl.[Cl:2][C:3]1[CH:4]=[C:5]([NH:17][C:18]2[C:19]3[C:26]4[CH2:27][CH2:28][C:29]5([CH2:34][C:25]=4[S:24][C:20]=3[N:21]=[CH:22][N:23]=2)OCC[O:30]5)[CH:6]=[CH:7][C:8]=1[O:9][CH2:10][C:11]1[CH:16]=[CH:15][CH:14]=[CH:13][N:12]=1>C(O)(=O)C.O>[ClH:2].[Cl:2][C:3]1[CH:4]=[C:5]([NH:17][C:18]2[C:19]3[C:26]4[CH2:27][CH2:28][C:29](=[O:30])[CH2:34][C:25]=4[S:24][C:20]=3[N:21]=[CH:22][N:23]=2)[CH:6]=[CH:7][C:8]=1[O:9][CH2:10][C:11]1[CH:16]=[CH:15][CH:14]=[CH:13][N:12]=1 |f:0.1,2.3,4.5|. Procedure details: To a stirring acetic acid/H2O solution (4:1, 250 mL) was added N-[3-chloro-4-(pyridin-2-ylmethoxy)phenyl]-5,8-dihydro-6H-spiro[1-benzothieno[2,3-d]pyrimidine-7,2′-[1,3]dioxolan]-4-amine hydrochloride (10.0 g, 19.3 mmol), and the contents heated at 80° C. for 40 h. The dark colored mixture was cooled to rt, and the solvent removed under reduced pressure. The crude residue was suspended in water (200 mL), stirred for 10 min., and filtered. The collected solid was further washed with H2O (300 mL) a... Starting materials: C[Si](C)(C)OS(=O)(=O)Cl, c1ccncc1. Yields the product O=S(=O)=O, c1ccncc1. Reaction SMILES: [Cl:7][S:8](=[O:9])(=[O:10])[O:11][Si:12]([CH3:13])([CH3:14])[CH3:15].[cH:1]1[cH:2][cH:3][n:4][cH:5][cH:6]1>>[S:8](=[O:9])(=[O:10])=[O:11].[cH:1]1[cH:2][cH:3][n:4][cH:5][cH:6]1. Starting materials: [Al+3], C1CCOC1, COC1C(=O)N(C)CCc2ccccc21, [H-], [H-], [H-], [H-], [Li+]. The product is COC1CN(C)CCc2ccccc21. RXN SMILES: [Al+3:17].[CH2:22]1[O:23][CH2:24][CH2:25][CH2:26]1.[CH3:1][O:2][CH:3]1[C:4](=[O:15])[N:5]([CH3:14])[CH2:6][CH2:7][c:8]2[c:9]1[cH:10][cH:11][cH:12][cH:13]2.[H-:16].[H-:19].[H-:20].[H-:21].[Li+:18]>>[CH3:1][O:2][CH:3]1[CH2:4][N:5]([CH3:14])[CH2:6][CH2:7][c:8]2[c:9]1[cH:10][cH:11][cH:12][cH:13]2. Starting materials: S(=S)(=O)([O-])[O-].[Na+].[Na+] (sodium thiosulfate), C([O-])(O)=O.[Na+] (sodium bicarbonate), OC(CCCCCCCCN1CCC2(CN(CCO2)C(=O)C=2N=C(SC2)C(C)C)CC1)C ((9-(9-Hydroxydecyl)-1-oxa-4,9-diazaspiro[5.5]undecan-4-yl)(2-isopropylthiazol-4-yl)methanone), FC(C(=O)O)(F)F (trifluoroacetic acid), CC(=O)OI1(C=2C=CC=CC2C(=O)O1)(OC(=O)C)OC(=O)C (Dess-Martin periodinane), CC(=O)OI1(C=2C=CC=CC2C(=O)O1)(OC(=O)C)OC(=O)C (Dess-Martin periodinane). The solvent is C(C)(=O)OCC (ethyl acetate), C(Cl)Cl (DCM). Run at time 5 minute. The product is C(C)(C)C=1SC=C(N1)C(=O)N1CCOC2(C1)CCN(CC2)CCCCCCCCC(C)=O (10-(4-(2-Isopropylthiazole-4-carbonyl)-1-oxa-4,9-diazaspiro[5.5]undecan-9-yl)decan-2-one). Reaction SMILES: [OH:1][CH:2]([CH3:32])[CH2:3][CH2:4][CH2:5][CH2:6][CH2:7][CH2:8][CH2:9][CH2:10][N:11]1[CH2:31][CH2:30][C:14]2([O:19][CH2:18][CH2:17][N:16]([C:20]([C:22]3[N:23]=[C:24]([CH:27]([CH3:29])[CH3:28])[S:25][CH:26]=3)=[O:21])[CH2:15]2)[CH2:13][CH2:12]1.FC(F)(F)C(O)=O.CC(OI1(OC(C)=O)(OC(C)=O)OC(=O)C2C=CC=CC1=2)=O.S([O-])([O-])(=O)=S.[Na+].[Na+].C(=O)(O)[O-].[Na+]>C(Cl)Cl.C(OCC)(=O)C>[CH:27]([C:24]1[S:25][CH:26]=[C:22]([C:20]([N:16]2[CH2:15][C:14]3([CH2:30][CH2:31][N:11]([CH2:10][CH2:9][CH2:8][CH2:7][CH2:6][CH2:5][CH2:4][CH2:3][C:2](=[O:1])[CH3:32])[CH2:12][CH2:13]3)[O:19][CH2:18][CH2:17]2)=[O:21])[N:23]=1)([CH3:29])[CH3:28] |f:3.4.5,6.7|. Procedure details: To a solution of (9-(9-hydroxydecyl)-1-oxa-4,9-diazaspiro[5.5]undecan-4-yl)(2-isopropylthiazol-4-yl)methanone (example 280, step b) (287 mg) in DCM (10 mL) at 0° C. under nitrogen was added trifluoroacetic acid (0.048 mL). The mixture was stirred for 5 minutes then Dess-Martin periodinane (392 mg) was added. The reaction mixture was stirred at room temperature for 5 hours then a further amount of Dess-Martin periodinane (392 mg) was added at 0° C. then stirred at room temperature for 1.75 h. Sat... Reactants: CC1(CC(CC(C1)(C)C)C=1C=CC(C1)=C(C)C)C (3-(3,3,5,5-tetramethylcyclohexyl)-6,6-dimethylfulvene), C1(C=CC=C1)C1CC(CC(C1)(C)C)(C)C (1-(cyclopentadienyl)-3,3,5,5-tetramethylcyclohexane), CC(=O)C (acetone), N1CCCC1 (pyrrolidine). The solvent is CO (methanol), C(C)OCC (diethyl ether), O (water), C(C)(=O)O (acetic acid). Run at time 52 hour. The product is CC1(CC(CC(C1)(C)C)C1=CC=CC1=C)C (3,3,5,5-tetramethylcyclohexylfulvene). Reaction SMILES: [CH3:1][C:2]1([CH3:18])[CH2:7][C:6]([CH3:9])([CH3:8])[CH2:5][CH:4](C2C=CC(=C(C)C)C=2)[CH2:3]1.[CH:19]1([CH:24]2CC(C)(C)CC(C)(C)C2)[CH:23]=[CH:22][CH:21]=[CH:20]1.CC(C)=O.N1CCCC1>C(OCC)C.O.C(O)(=O)C.CO>[CH3:9][C:6]1([CH3:8])[CH2:7][C:2]([CH3:18])([CH3:1])[CH2:3][CH:4]([C:20]2[C:19](=[CH2:24])[CH:23]=[CH:22][CH:21]=2)[CH2:5]1. Procedure details: Hexane washed sodium spheres (2.40 g, 104 mmol) were slowly added to 100 mL absolute ethanol. The sodium had fully reacted before cyclopentadiene (6.0 mL, 72.6 mmol) and 3,3,5,5-tetramethylcyclohexanone (10.0 mL, 57.1 mmol) were added. After 30 hours, the reaction was poured into 200 mL water and 100 mL diethyl ether were added. The organic layer was isolated and the aqueous layer was extracted with diethyl ether (3×50 mL). The combined organic layers were extracted with water (3×50 mL), dried o...